From a dataset of the Open Reaction Database (ORD), a public repository of structured organic reaction records. describe an organic reaction: reactants, conditions, products, and yield Starting materials: BrC=1C=C(C=CC1)C(C(C)C)(O)C=1N=CN(C1)C(C1=CC=CC=C1)(C1=CC=CC=C1)C1=CC=CC=C1 (1-(3-Bromophenyl)-(1-trityl-1H-imidazol-4-yl)-2-methyl-1-propanol), C(CCC)[Sn](C1=NC=CC=C1)(CCCC)CCCC (tri-n-butyl(2-pyridyl)tin), O (Water). Reagents/catalysts: C=1C=CC(=CC1)[P](C=2C=CC=CC2)(C=3C=CC=CC3)[Pd]([P](C=4C=CC=CC4)(C=5C=CC=CC5)C=6C=CC=CC6)([P](C=7C=CC=CC7)(C=8C=CC=CC8)C=9C=CC=CC9)[P](C=1C=CC=CC1)(C=1C=CC=CC1)C=1C=CC=CC1 (tetrakis(triphenylphosphine)palladium(0)), [Cu]I (copper(I) iodide), C=1C=CC(=CC1)[P](C=2C=CC=CC2)(C=3C=CC=CC3)[Pd]([P](C=4C=CC=CC4)(C=5C=CC=CC5)C=6C=CC=CC6)([P](C=7C=CC=CC7)(C=8C=CC=CC8)C=9C=CC=CC9)[P](C=1C=CC=CC1)(C=1C=CC=CC1)C=1C=CC=CC1 (tetrakis(triphenylphosphine)palladium(0)). The solvent is CN(C)C=O (DMF). Conditions: temperature 80 celsius, time 5 hour. The product is CC(C(O)(C=1N=CN(C1)C(C1=CC=CC=C1)(C1=CC=CC=C1)C1=CC=CC=C1)C1=CC(=CC=C1)C1=NC=CC=C1)C (2-methyl-1-[3-(2-pyridyl)phenyl]-1-(1-trityl-1H-imidazol-4-yl)-1-propanol). Isolated yield 50.3%. RXN SMILES: Br[C:2]1[CH:3]=[C:4]([C:8]([C:13]2[N:14]=[CH:15][N:16]([C:18]([C:31]3[CH:36]=[CH:35][CH:34]=[CH:33][CH:32]=3)([C:25]3[CH:30]=[CH:29][CH:28]=[CH:27][CH:26]=3)[C:19]3[CH:24]=[CH:23][CH:22]=[CH:21][CH:20]=3)[CH:17]=2)([OH:12])[CH:9]([CH3:11])[CH3:10])[CH:5]=[CH:6][CH:7]=1.C([Sn](CCCC)(CCCC)[C:42]1[CH:47]=[CH:46][CH:45]=[CH:44][N:43]=1)CCC.O>CN(C=O)C.C1C=CC([P]([Pd]([P](C2C=CC=CC=2)(C2C=CC=CC=2)C2C=CC=CC=2)([P](C2C=CC=CC=2)(C2C=CC=CC=2)C2C=CC=CC=2)[P](C2C=CC=CC=2)(C2C=CC=CC=2)C2C=CC=CC=2)(C2C=CC=CC=2)C2C=CC=CC=2)=CC=1.[Cu]I>[CH3:10][CH:9]([CH3:11])[C:8]([C:4]1[CH:5]=[CH:6][CH:7]=[C:2]([C:42]2[CH:47]=[CH:46][CH:45]=[CH:44][N:43]=2)[CH:3]=1)([C:13]1[N:14]=[CH:15][N:16]([C:18]([C:31]2[CH:36]=[CH:35][CH:34]=[CH:33][CH:32]=2)([C:25]2[CH:30]=[CH:29][CH:28]=[CH:27][CH:26]=2)[C:19]2[CH:24]=[CH:23][CH:22]=[CH:21][CH:20]=2)[CH:17]=1)[OH:12] |^1:65,67,86,105|. Procedure details: 1-(3-Bromophenyl)-(1-trityl-1H-imidazol-4-yl)-2-methyl-1-propanol (1.15 g) and a solution of tri-n-butyl(2-pyridyl)tin (1.01 g) in DMF (10 ml) was deaerated and tetrakis(triphenylphosphine)palladium(0) (73.1 mg) was added. The mixture was stirred under an argon atmosphere at 80° C. for 5 h and copper(I) iodide (20.1 mg) and tetrakis(triphenylphosphine)palladium(0) (48.7 mg) were added. The mixture was stirred at 100° C. for 18 h. Water was added to the reaction mixture and the mixture was extrac... Reactants: C(C)(C)NC1=CC(CCC1)=O (3-isopropylaminocyclohex-2-enone), O.C1(C(C(C2=CC=CC=C12)=O)=O)=O (indanetrione hydrate). Run in C(Cl)(Cl)Cl (chloroform). Run at time 12 hour. The product is OC12N(C=3CCCC(C3C1(C(C1=CC=CC=C12)=O)O)=O)C(C)C (4b,9b-Dihydroxy-5-isopropyl-4b,5,6,7,8,9b-hexahydroindeno[1,2-b]indole-9,10-dione). As a reaction SMILES: [CH:1]([NH:4][C:5]1[CH2:10][CH2:9][CH2:8][C:7](=[O:11])[CH:6]=1)([CH3:3])[CH3:2].O.[C:13]1(=[O:24])[C:21]2[C:16](=[CH:17][CH:18]=[CH:19][CH:20]=2)[C:15](=[O:22])[C:14]1=[O:23]>C(Cl)(Cl)Cl>[OH:24][C:13]12[C:21]3[C:16](=[CH:17][CH:18]=[CH:19][CH:20]=3)[C:15](=[O:22])[C:14]1([OH:23])[C:6]1[C:7](=[O:11])[CH2:8][CH2:9][CH2:10][C:5]=1[N:4]2[CH:1]([CH3:3])[CH3:2] |f:1.2|. Procedure: Equimolar amounts of 3-isopropylaminocyclohex-2-enone and indanetrione hydrate (ninhydrin) were dissolved in chloroform and stirred at room temperature for 12 h. The solvent was then stripped off, and the oily residue was crystallized from acetone. The reagents and catalysts are OS(=O)(=O)O (H2SO4). Reactants: N1=C(C=CC=C1)C(=O)[O-] (pyridine-2-carboxylate), C(C)C1=CC=C(C=C1)C=1C(=NC(=CC1)C(=O)OCC)C1=CC=NC=C1 (Ethyl 3-(4-Ethylphenyl)-[2,4′]-bipyridinyl-6-carboxylate). The product is C(C)C1=CC=C(C=C1)C=1C=CC(=NC1C1=CC=NC=C1)C(=O)OC (Methyl 5-(4-Ethylphenyl)-6-(pyridin-4-yl)pyridine-2-carboxylate). Reaction SMILES: N1C=CC=CC=1C([O-])=O.[CH2:10]([C:12]1[CH:17]=[CH:16][C:15]([C:18]2[C:19]([C:29]3[CH:34]=[CH:33][N:32]=[CH:31][CH:30]=3)=[N:20][C:21]([C:24]([O:26][CH2:27]C)=[O:25])=[CH:22][CH:23]=2)=[CH:14][CH:13]=1)[CH3:11]>OS(O)(=O)=O.CO>[CH2:10]([C:12]1[CH:13]=[CH:14][C:15]([C:18]2[CH:23]=[CH:22][C:21]([C:24]([O:26][CH3:27])=[O:25])=[N:20][C:19]=2[C:29]2[CH:34]=[CH:33][N:32]=[CH:31][CH:30]=2)=[CH:16][CH:17]=1)[CH3:11]. Run in CO (methanol). Reported procedure: Following General Procedure E, ethyl 5-(4-ethylphenyl)-6-(pyridine-4-yl)phenyl)pyridine-2-carboxylate (Compound 49, 48 mg, 0.14 mmol) and conc. H2SO4 (10 drops) in methanol were reacted to produce the title compound as a light yellow solid. The reactants are ClC=1N=C(C2=C(N1)C=C(S2)CNC)N2CCOCC2 ((2-Chloro-4-morpholin-4-yl-thieno[3,2-d]pyrimidin-6-ylmethyl)methylamine), C(C)N1CCC(CC1)=O (1-ethyl-4-piperidone). Yields the product ClC=1N=C(C2=C(N1)C=C(S2)CN(C)C2CCN(CC2)CC)N2CCOCC2 ((2-chloro-4-morpholin-4-yl-thieno[3,2-d]pyrimidin-6-ylmethyl)-(1-ethyl-piperidin-4-yl)-methyl-amine). Isolated yield 50.0%. Reaction SMILES: [Cl:1][C:2]1[N:3]=[C:4]([N:14]2[CH2:19][CH2:18][O:17][CH2:16][CH2:15]2)[C:5]2[S:10][C:9]([CH2:11][NH:12][CH3:13])=[CH:8][C:6]=2[N:7]=1.[CH2:20]([N:22]1[CH2:27][CH2:26][C:25](=O)[CH2:24][CH2:23]1)[CH3:21]>>[Cl:1][C:2]1[N:3]=[C:4]([N:14]2[CH2:19][CH2:18][O:17][CH2:16][CH2:15]2)[C:5]2[S:10][C:9]([CH2:11][N:12]([CH:25]3[CH2:26][CH2:27][N:22]([CH2:20][CH3:21])[CH2:23][CH2:24]3)[CH3:13])=[CH:8][C:6]=2[N:7]=1. Procedure: (2-Chloro-4-morpholin-4-yl-thieno[3,2-d]pyrimidin-6-ylmethyl)methylamine was reacted with 1-ethyl-4-piperidone using standard reductive amination conditions. The resulting crude solid was triturated with a small amount of diethyl ether and methanol to give (2-chloro-4-morpholin-4-yl-thieno[3,2-d]pyrimidin-6-ylmethyl)-(1-ethyl-piperidin-4-yl)-methyl-amine as a solid (50% yield), which was reacted with 5-(4,4,5,5-tetramethyl-[1,3,2]dioxaborolan-2-yl)-pyrimidin-2-ylamine according to General Proced... Starting materials: [Al+3], CCOCC, [H-], [H-], [H-], [H-], [Li+], COC(=O)c1cc2ccccc2o1. Yields the product OCc1cc2ccccc2o1. RXN SMILES: [Al+3:15].[CH2:20]([O:21][CH2:22][CH3:23])[CH3:24].[H-:14].[H-:17].[H-:18].[H-:19].[Li+:16].[o:1]1[c:2]([C:10](=[O:11])[O:12][CH3:13])[cH:3][c:4]2[c:5]1[cH:6][cH:7][cH:8][cH:9]2>>[o:1]1[c:2]([CH2:10][OH:11])[cH:3][c:4]2[c:5]1[cH:6][cH:7][cH:8][cH:9]2. Reactants: S1C(=CC=C1)C(=C1CCCN2CCCCC12)C=1SC=CC1 (1-(dithien-2-ylmethylene)-quinolizidine), CI (methyl iodide). The solvent is CC(=O)C (acetone). Conditions: time 1 hour. The product is CI.S1C(=CC=C1)C(=C1CCCN2CCCCC12)C=1SC=CC1 (1-(Dithien-2-ylmethylene)quinolizidine methyl iodide). As a reaction SMILES: [S:1]1[CH:5]=[CH:4][CH:3]=[C:2]1[C:6]([C:17]1[S:18][CH:19]=[CH:20][CH:21]=1)=[C:7]1[CH:16]2[N:11]([CH2:12][CH2:13][CH2:14][CH2:15]2)[CH2:10][CH2:9][CH2:8]1.[CH3:22][I:23]>CC(C)=O>[CH3:22][I:23].[S:1]1[CH:5]=[CH:4][CH:3]=[C:2]1[C:6]([C:17]1[S:18][CH:19]=[CH:20][CH:21]=1)=[C:7]1[CH:16]2[N:11]([CH2:12][CH2:13][CH2:14][CH2:15]2)[CH2:10][CH2:9][CH2:8]1 |f:3.4|. Procedure details: To a solution of 0.3 g. of 1-(dithien-2-ylmethylene)-quinolizidine in 5 ml. of anhydrous acetone was added 1 ml. of methyl iodide. The mixture was stirred at room temperature for 1 hr. The formed crystals were collected by filtration. By recrystallizing from isopropanol, 0.3 g. of light brown needles having a melting point of 284°-285° C. (decompd.) were obtained. Reactants: C(=O)C=1C=C2C(=C(C=NC2=CC1)C#N)CC(C)C (6-formyl-4-isobutyl-quinoline-3-carbonitrile), COC=1C=CC(=CC1OC2CCCC2)/C=C\3/C(=O)NC(=N)S3 (pseudothiohydantoin), C(C)(=O)[O-].[Na+] (sodium acetate). Run in C(C)(=O)O (acetic acid). Product: NC=1S\C(\C(N1)=O)=C/C=1C=C2C(=C(C=NC2=CC1)C#N)CC(C)C (6-[2-amino-4-oxo-4H-thiazol-(5Z)-ylidenemethyl]-4-isobutyl-quinoline-3-carbonitrile). RXN SMILES: [CH:1]([C:3]1[CH:4]=[C:5]2[C:10](=[CH:11][CH:12]=1)[N:9]=[CH:8][C:7]([C:13]#[N:14])=[C:6]2[CH2:15][CH:16]([CH3:18])[CH3:17])=O.COC1C=CC(/C=[C:34]2/[C:35]([NH:37][C:38]([S:40]/2)=[NH:39])=[O:36])=CC=1OC1CCCC1.C([O-])(=O)C.[Na+]>C(O)(=O)C>[NH2:39][C:38]1[S:40]/[C:34](=[CH:1]\[C:3]2[CH:4]=[C:5]3[C:10](=[CH:11][CH:12]=2)[N:9]=[CH:8][C:7]([C:13]#[N:14])=[C:6]3[CH2:15][CH:16]([CH3:18])[CH3:17])/[C:35](=[O:36])[N:37]=1 |f:2.3|. Reported procedure: Similar procedure as described in example 38 was used, starting from 6-formyl-4-isobutyl-quinoline-3-carbonitrile (example 46f), pseudothiohydantoin, sodium acetate and acetic acid to give 6-[2-amino-4-oxo-4H-thiazol-(5Z)-ylidenemethyl]-4-isobutyl-quinoline-3-carbonitrile. LC-MS m/e 337 (MH+). Reactants: N=C(N)c1ccc(OCCCBr)cc1, O=C(Cl)OCc1ccccc1, ClCCl, Cl, [Na+], [Na+], O=C([O-])[O-], O. Product: N=C(NC(=O)OCc1ccccc1)c1ccc(OCCCBr)cc1. As a reaction SMILES: [Br:2][CH2:3][CH2:4][CH2:5][O:6][c:7]1[cH:8][cH:9][c:10]([C:13]([NH2:14])=[NH:15])[cH:11][cH:12]1.[CH2:16]([c:17]1[cH:18][cH:19][cH:20][cH:21][cH:22]1)[O:23][C:24](=[O:25])[Cl:26].[CH2:34]([Cl:35])[Cl:36].[ClH:1].[Na+:27].[Na+:28].[O-:29][C:30](=[O:31])[O-:32].[OH2:33]>>[Br:2][CH2:3][CH2:4][CH2:5][O:6][c:7]1[cH:8][cH:9][c:10]([C:13](=[NH:14])[NH:15][C:24]([O:23][CH2:16][c:17]2[cH:18][cH:19][cH:20][cH:21][cH:22]2)=[O:25])[cH:11][cH:12]1. Starting materials: anhydride, C(C1=CC=CC=C1)(C1=CC=CC=C1)(C1=CC=CC=C1)NC=1SC=C(N1)C(C(=O)O)=NOC (2-(2-tritylaminothiazol-4-yl)-2-methoxyimino-acetic acid), NC1C2SCC(=C(N2C1=O)C(=O)OC(C1=CC=CC=C1)C1=CC=CC=C1)C (7-amino-2-benzhydryloxycarbonyl-3-methyl-8-oxo-5-thia-1-aza-bicyclo[4.2.0]oct-2-ene). Solvent: C(Cl)Cl (methylene chloride), C(Cl)Cl (methylene chloride). Reaction conditions: temperature 20 celsius, time 15 minute. The product is C(C1=CC=CC=C1)(C1=CC=CC=C1)OC(=O)C=1N2C(C(C2SCC1C)NC(C(C=1N=C(SC1)NC(C1=CC=CC=C1)(C1=CC=CC=C1)C1=CC=CC=C1)=NOC)=O)=O (2-benzhydryloxycarbonyl-3-methyl-8-oxo-7-[2-methoxyimino-2-(2-tritylamino-thiazol-4-yl)-acetamido]-5-thia-1-aza-bicyclo[4.2.0]-oct-2-ene). RXN SMILES: [C:1]([NH:20][C:21]1[S:22][CH:23]=[C:24]([C:26](=[N:30][O:31][CH3:32])[C:27]([OH:29])=O)[N:25]=1)([C:14]1[CH:19]=[CH:18][CH:17]=[CH:16][CH:15]=1)([C:8]1[CH:13]=[CH:12][CH:11]=[CH:10][CH:9]=1)[C:2]1[CH:7]=[CH:6][CH:5]=[CH:4][CH:3]=1.[NH2:33][CH:34]1[C:41](=[O:42])[N:40]2[CH:35]1[S:36][CH2:37][C:38]([CH3:59])=[C:39]2[C:43]([O:45][CH:46]([C:53]1[CH:58]=[CH:57][CH:56]=[CH:55][CH:54]=1)[C:47]1[CH:52]=[CH:51][CH:50]=[CH:49][CH:48]=1)=[O:44]>C(Cl)Cl>[CH:46]([O:45][C:43]([C:39]1[N:40]2[CH:35]([S:36][CH2:37][C:38]=1[CH3:59])[CH:34]([NH:33][C:27](=[O:29])[C:26](=[N:30][O:31][CH3:32])[C:24]1[N:25]=[C:21]([NH:20][C:1]([C:2]3[CH:7]=[CH:6][CH:5]=[CH:4][CH:3]=3)([C:8]3[CH:9]=[CH:10][CH:11]=[CH:12][CH:13]=3)[C:14]3[CH:19]=[CH:18][CH:17]=[CH:16][CH:15]=3)[S:22][CH:23]=1)[C:41]2=[O:42])=[O:44])([C:47]1[CH:48]=[CH:49][CH:50]=[CH:51][CH:52]=1)[C:53]1[CH:58]=[CH:57][CH:56]=[CH:55][CH:54]=1. Procedure: A solution of the anhydride of 2-(2-tritylaminothiazol-4-yl)-2-methoxyimino-acetic acid (syn isomer)(7.2 g) in methylene chloride (22.5 cc) is added in a single shot to a solution of 7-amino-2-benzhydryloxycarbonyl-3-methyl-8-oxo-5-thia-1-aza-bicyclo[4.2.0]oct-2-ene (3.15 g) in methylene chloride (31.5 cc). The temperature rises from 8° to 14° C. The mixture is kept stirred for one hour 15 minutes, during which the temperature returns to 20° C., and is then washed with 0.5 N hydrochloric acid (1...